From a dataset of the Open Reaction Database (ORD), a public repository of structured organic reaction records. describe an organic reaction: reactants, conditions, products, and yield Reactants: C(C)(C)(C)OC(=O)N1C[C@H]([C@@H](CC1)NCC1=C(C=CC=C1)C(F)(F)F)F (trans-1-tert-butoxycarbonyl-3-fluoro-4-[2-(trifluoromethyl)benzylamino]piperidine), FC(C(=O)O)(F)F (trifluoroacetic acid). Run in ClCCl (dichloromethane). Product: F[C@@H]1CNCC[C@H]1NCC1=C(C=CC=C1)C(F)(F)F (trans-3-Fluoro-4-[2-(trifluoromethyl)benzylamino]piperidine). Yield: 96.9%. RXN SMILES: C(OC([N:8]1[CH2:13][CH2:12][C@@H:11]([NH:14][CH2:15][C:16]2[CH:21]=[CH:20][CH:19]=[CH:18][C:17]=2[C:22]([F:25])([F:24])[F:23])[C@H:10]([F:26])[CH2:9]1)=O)(C)(C)C.FC(F)(F)C(O)=O>ClCCl>[F:26][C@H:10]1[C@H:11]([NH:14][CH2:15][C:16]2[CH:21]=[CH:20][CH:19]=[CH:18][C:17]=2[C:22]([F:25])([F:23])[F:24])[CH2:12][CH2:13][NH:8][CH2:9]1. Reported procedure: Using a similar procedure to that described in Example 1, step 4, trans-1-tert-butoxycarbonyl-3-fluoro-4-[2-(trifluoromethyl)benzylamino]piperidine (0.4615 g, 1.23 mmol) was reacted with trifluoroacetic acid (1.5 mL) in dichloromethane (3 mL) to give 0.3292 g (97%) of the title compound as a colourless oil. δH (360 MHz, CDCl3) 1.35 (1H, m), 2.02 (1H, m), 2.55-2.69 (2H, m), 2.82 (1H, m), 2.99 (1H, m), 3.31 (1H, m), 4.02 (2H, m), 4.34 (1H, two m), 7.35 (1H, t, J=7.6 Hz), 7.53 (1H, t, J=7.6 Hz), 7.... The reactants are OC(CON)CN1CCCCC1 (O-(2-hydroxy-3-piperidino-propyl)-hydroxylamine), [N+](=O)([O-])C=1C=C(C=CC1)N=C=O (3-nitrophenyl isocyanate). Run in C(Cl)(Cl)Cl (chloroform), C(Cl)(Cl)Cl (chloroform). Yields the product [N+](=O)([O-])C=1C=C(C=CC1)NC(=O)NOCC(CN1CCCCC1)O (N-(3-nitrophenyl)-N'-(2-hydroxy-3-piperidino-propoxy)-urea). As a reaction SMILES: [OH:1][CH:2]([CH2:6][N:7]1[CH2:12][CH2:11][CH2:10][CH2:9][CH2:8]1)[CH2:3][O:4][NH2:5].[N+:13]([C:16]1[CH:17]=[C:18]([N:22]=[C:23]=[O:24])[CH:19]=[CH:20][CH:21]=1)([O-:15])=[O:14]>C(Cl)(Cl)Cl>[N+:13]([C:16]1[CH:17]=[C:18]([NH:22][C:23]([NH:5][O:4][CH2:3][CH:2]([OH:1])[CH2:6][N:7]2[CH2:12][CH2:11][CH2:10][CH2:9][CH2:8]2)=[O:24])[CH:19]=[CH:20][CH:21]=1)([O-:15])=[O:14]. Reported procedure: O-(2-hydroxy-3-piperidino-propyl)-hydroxylamine (1,74 g, 0,01 mol) was dissolved in 25 ml abs. chloroform and 1,64 g (0,01 mol) 3-nitrophenyl isocyanate in 20 ml abs. chloroform was added thereto while stirring. After 1 hour reaction the mixture was evaporated and purified by column chromatography. The oil thus obtained was crystallized from diethyl ether. Yield: 1,84 g (54%). Mp.: 137-139° C. Reactants: CC(C)N, CCO, CC1(C)CC(c2ccccc2)c2ccc(OCC3CO3)cc2O1. Yields the product CC(C)NCC(O)COc1ccc2c(c1)OC(C)(C)CC2c1ccccc1. Reaction SMILES: [CH3:24][CH:25]([CH3:26])[NH2:27].[CH3:28][CH2:29][OH:30].[O:1]1[CH:2]([CH2:3][O:4][c:5]2[cH:6][cH:7][c:8]3[c:13]([cH:14]2)[O:12][C:11]([CH3:15])([CH3:16])[CH2:10][CH:9]3[c:17]2[cH:18][cH:19][cH:20][cH:21][cH:22]2)[CH2:23]1>>[OH:1][CH:2]([CH2:3][O:4][c:5]1[cH:6][cH:7][c:8]2[c:13]([cH:14]1)[O:12][C:11]([CH3:15])([CH3:16])[CH2:10][CH:9]2[c:17]1[cH:18][cH:19][cH:20][cH:21][cH:22]1)[CH2:23][NH:27][CH:25]([CH3:24])[CH3:26]. Reactants: CC1(C)OB(c2cncc(C=O)c2)OC1(C)C, COCCN, CCS(=O)(=O)N1CCC(c2c[nH]c3c(C(N)=O)cc(-c4cncc(CNCC5CC5)c4)cc23)CC1. Yields the product COCCNCc1cncc(B2OC(C)(C)C(C)(C)O2)c1. RXN SMILES: [CH3:36][C:37]1([CH3:52])[O:38][B:39]([c:44]2[cH:45][c:46]([CH:50]=[O:51])[cH:47][n:48][cH:49]2)[O:40][C:41]1([CH3:42])[CH3:43].[CH3:53][O:54][CH2:55][CH2:56][NH2:57].[CH:1]1([CH2:2][NH:3][CH2:4][c:5]2[cH:6][c:7](-[c:8]3[cH:9][c:10]4[c:11]([c:12]([C:13]([NH2:14])=[O:15])[cH:16]3)[nH:17][cH:18][c:19]4[CH:20]3[CH2:21][CH2:22][N:23]([S:24]([CH2:25][CH3:26])(=[O:27])=[O:28])[CH2:29][CH2:30]3)[cH:31][n:32][cH:33]2)[CH2:34][CH2:35]1>>[CH3:36][C:37]1([CH3:52])[O:38][B:39]([c:44]2[cH:45][c:46]([CH2:50][NH:57][CH2:56][CH2:55][O:54][CH3:53])[cH:47][n:48][cH:49]2)[O:40][C:41]1([CH3:42])[CH3:43]. Reactants: C1CCOC1, CO, COC(=O)c1ccc(-c2nnc(C)o2)cc1, [Li+], [OH-], O, O. Yields the product Cc1nnc(-c2ccc(C(=O)O)cc2)o1. RXN SMILES: [CH2:22]1[O:23][CH2:24][CH2:25][CH2:26]1.[CH3:20][OH:21].[CH3:4][O:5][C:6]([c:7]1[cH:8][cH:9][c:10](-[c:13]2[o:14][c:15]([CH3:18])[n:16][n:17]2)[cH:11][cH:12]1)=[O:19].[Li+:2].[OH-:1].[OH2:27].[OH2:3]>>[O:5]=[C:6]([c:7]1[cH:8][cH:9][c:10](-[c:13]2[o:14][c:15]([CH3:18])[n:16][n:17]2)[cH:11][cH:12]1)[OH:19].